Dataset: the Open Reaction Database (ORD), a public repository of structured organic reaction records. Task: describe an organic reaction: reactants, conditions, products, and yield As a reaction SMILES: [CH:1](=[O:2])[NH:3][CH:4]([CH3:5])[c:6]1[n:7][cH:8][c:9]2[s:10][cH:11][cH:12][n:13]12.[ClH:16].[Na+:15].[Na:17][O:18][C:19]#[N:20].[OH-:14]>>[C:1](=[O:2])([NH:3][CH:4]([CH3:5])[c:6]1[n:7][cH:8][c:9]2[s:10][cH:11][cH:12][n:13]12)[NH2:20]. The product is CC(NC(N)=O)c1ncc2sccn12. The reactants are CC(NC=O)c1ncc2sccn12, Cl, [Na+], N#CO[Na], [OH-]. Starting materials: mercuric acetate, ice, FC(C=1C(=C(C=CC1)C(C(=O)N[C@@H](CC1=CC=C(C=C1)OC)C(=O)NC)(C)CC(C)C)SCC1=CC=C(C=C1)OC)(F)F (3-trifluoromethyl-2-(4-methoxybenzylthio)-N-[2-(4-methoxyphenyl)-1-(S)-(methylaminocarbonyl)ethyl]-α-(2-methylpropyl)phenylpropanamide), C1(=CC=CC=C1)OC (anisole). Run in FC(C(=O)O)(F)F (trifluoroacetic acid). Yields the product FC(C=1C(=C(C=CC1)C(C(=O)N[C@@H](CC1=CC=C(C=C1)OC)C(=O)NC)(C)CC(C)C)S)(F)F (3-Trifluoromethyl-2-mercapto-N-[2-(4-methoxyphenyl)-1-(S)-(methylaminocarbonyl)ethyl]-α-(2-methylpropyl)phenylpropanamide). RXN SMILES: [F:1][C:2]([F:43])([F:42])[C:3]1[C:4]([S:32]CC2C=CC(OC)=CC=2)=[C:5]([C:9]([CH2:28][CH:29]([CH3:31])[CH3:30])([CH3:27])[C:10]([NH:12][C@H:13]([C:23]([NH:25][CH3:26])=[O:24])[CH2:14][C:15]2[CH:20]=[CH:19][C:18]([O:21][CH3:22])=[CH:17][CH:16]=2)=[O:11])[CH:6]=[CH:7][CH:8]=1.C1(OC)C=CC=CC=1>FC(F)(F)C(O)=O>[F:42][C:2]([F:1])([F:43])[C:3]1[C:4]([SH:32])=[C:5]([C:9]([CH2:28][CH:29]([CH3:31])[CH3:30])([CH3:27])[C:10]([NH:12][C@H:13]([C:23]([NH:25][CH3:26])=[O:24])[CH2:14][C:15]2[CH:20]=[CH:19][C:18]([O:21][CH3:22])=[CH:17][CH:16]=2)=[O:11])[CH:6]=[CH:7][CH:8]=1. Procedure: An ice-cooled solution of 3-trifluoromethyl-2-(4-methoxybenzylthio)-N-[2-(4-methoxyphenyl)-1-(S)-(methylaminocarbonyl)ethyl]-α-(2-methylpropyl)phenylpropanamide (D13) (308 mg, 0.5 mmol) and anisole (0.1 ml) in trifluoroacetic acid (5 ml) was treated with mercuric acetate (160 mg, 0.5 mmol). After 15 min the solvent was evaporated and the residue was azeotroped dry with toluene. The residual oil was triturated with ether to give a white solid, which was separated and washed with a little ether. T... The reactants are O=C1CCC(=O)N1Br, CC(C)Cc1nccs1, CN(C)C=O. Yields the product CC(C)Cc1ncc(Br)s1. As a reaction SMILES: [Br:10][N:11]1[C:12](=[O:13])[CH2:14][CH2:15][C:16]1=[O:17].[CH2:1]([CH:2]([CH3:3])[CH3:4])[c:5]1[s:6][cH:7][cH:8][n:9]1.[O:18]=[CH:19][N:20]([CH3:21])[CH3:22]>>[CH2:1]([CH:2]([CH3:3])[CH3:4])[c:5]1[s:6][c:7]([Br:10])[cH:8][n:9]1. Yields the product FC1=CC=C(C=C1)N1CCN(CC1)CCCN1C(C2=C(C(CC1)=O)N(C=C2)C)=O (5-[3-[4-(4-fluorophenyl)piperazin-1-yl]propyl]-1-methyl-1,4,5,6,7,8-hexahydropyrrolo[3,2-c]azepine-4,8-dione). Reaction SMILES: Cl[CH2:2][CH2:3][CH2:4][N:5]1[CH2:11][CH2:10][C:9](=[O:12])[C:8]2[N:13]([CH3:16])[CH:14]=[CH:15][C:7]=2[C:6]1=[O:17].[F:18][C:19]1[CH:24]=[CH:23][C:22]([N:25]2[CH2:30][CH2:29][NH:28][CH2:27][CH2:26]2)=[CH:21][CH:20]=1.C(=O)([O-])[O-].[K+].[K+].[I-].[Na+]>C(#N)C>[F:18][C:19]1[CH:20]=[CH:21][C:22]([N:25]2[CH2:30][CH2:29][N:28]([CH2:2][CH2:3][CH2:4][N:5]3[CH2:11][CH2:10][C:9](=[O:12])[C:8]4[N:13]([CH3:16])[CH:14]=[CH:15][C:7]=4[C:6]3=[O:17])[CH2:27][CH2:26]2)=[CH:23][CH:24]=1 |f:2.3.4,5.6|. Run in C(C)#N (acetonitrile). Procedure: A suspension of Compound 6 (611 mg, 2.4 mmole), 1-(4-fluorophenyl)piperazine (649 mg, 3.6 mmole), potassium carbonate (498 mg, 3.6 mmole) and sodium iodide (720 mg, 4.8 mmole) in acetonitrile (30 ml) was refluxed for 38 hours. The reactants are ClCCCN1C(C2=C(C(CC1)=O)N(C=C2)C)=O (5-(3-chloropropyl)-1-methyl-1,4,5,6,7,8-hexahydropyrrolo[3,2-c]azepine-4,8-dione), FC1=CC=C(C=C1)N1CCNCC1 (1-(4-fluorophenyl)piperazine), C([O-])([O-])=O.[K+].[K+] (potassium carbonate), [I-].[Na+] (sodium iodide).